This data is from the Open Reaction Database (ORD), a public repository of structured organic reaction records. The task is: describe an organic reaction: reactants, conditions, products, and yield The reactants are O1C2=C(C=C1)C=C(C=C2)C(=O)NCC(=O)C=2C=C(SC2)Cl (4-[(5-benzo[b]furoyl)aminoacetyl]-2-chlorothiophene), [H-].[Na+] (sodium hydride), BrCC(=O)OCC (ethyl bromoacetate), C(CC(O)(C(=O)O)CC(=O)O)(=O)O (citric acid). Run in CN(C=O)C (N,N-dimethylformamide). Reaction conditions: time 20 minute. The product is crude product, O1C2=C(C=C1)C=C(C=C2)C(=O)NC(CC(=O)OCC)C(=O)C2=CSC(=C2)Cl (ethyl 3-[(5-benzo[b]furoyl)amino]-4-(5-chlorothiophen-3-yl)-4-oxobutyrate). RXN SMILES: [O:1]1[CH:5]=[CH:4][C:3]2[CH:6]=[C:7]([C:10]([NH:12][CH2:13][C:14]([C:16]3[CH:17]=[C:18]([Cl:21])[S:19][CH:20]=3)=[O:15])=[O:11])[CH:8]=[CH:9][C:2]1=2.[H-].[Na+].Br[CH2:25][C:26]([O:28][CH2:29][CH3:30])=[O:27].C(O)(=O)CC(CC(O)=O)(C(O)=O)O>CN(C)C=O>[O:1]1[CH:5]=[CH:4][C:3]2[CH:6]=[C:7]([C:10]([NH:12][CH:13]([C:14]([C:16]3[CH:17]=[C:18]([Cl:21])[S:19][CH:20]=3)=[O:15])[CH2:25][C:26]([O:28][CH2:29][CH3:30])=[O:27])=[O:11])[CH:8]=[CH:9][C:2]1=2 |f:1.2|. Procedure: To a solution of 4-[(5-benzo[b]furoyl)aminoacetyl]-2-chlorothiophene (543 mg) in N,N-dimethylformamide (10 ml) was added sodium hydride (71.3 mg, 60% mineral oil) under ice-cooling, and the mixture was stirred at room temperature for 20 minutes. After ice-cooling, ethyl bromoacetate (0.21 ml) was added dropwise to the mixture, and the resulting mixture was stirred at room temperature for 40 minutes. After cooling, 5% aqueous citric acid solution was added to the reaction mixture and the mixture ... Starting materials: FC=1C=C(C=CC1)C=1C=C(C=C(C1)C)CNC=1C(=C(OCC(=O)OC(C)C)C=CC1C)C (isopropyl 2-[3-[[3-(3-fluorophenyl)-5-methyl-phenyl]methylamino]-2,4-dimethyl-phenoxy]acetate), [Li+].[OH-] (LiOH). Solvent: C1CCOC1 (THF). Reaction conditions: time 8 hour. The product is FC=1C=C(C=CC1)C=1C=C(C=C(C1)C)CNC=1C(=C(OCC(=O)O)C=CC1C)C (2-[3-[[3-(3-Fluorophenyl)-5-methyl-phenyl]methylamino]-2,4-dimethyl-phenoxy]acetic acid). Yield: 68.4%. Reaction SMILES: [F:1][C:2]1[CH:3]=[C:4]([C:8]2[CH:9]=[C:10]([CH2:15][NH:16][C:17]3[C:18]([CH3:32])=[C:19]([CH:28]=[CH:29][C:30]=3[CH3:31])[O:20][CH2:21][C:22]([O:24]C(C)C)=[O:23])[CH:11]=[C:12]([CH3:14])[CH:13]=2)[CH:5]=[CH:6][CH:7]=1.[Li+].[OH-]>C1COCC1>[F:1][C:2]1[CH:3]=[C:4]([C:8]2[CH:9]=[C:10]([CH2:15][NH:16][C:17]3[C:18]([CH3:32])=[C:19]([CH:28]=[CH:29][C:30]=3[CH3:31])[O:20][CH2:21][C:22]([OH:24])=[O:23])[CH:11]=[C:12]([CH3:14])[CH:13]=2)[CH:5]=[CH:6][CH:7]=1 |f:1.2|. Reported procedure: To a solution of isopropyl 2-[3-[[3-(3-fluorophenyl)-5-methyl-phenyl]methylamino]-2,4-dimethyl-phenoxy]acetate (114 mg, 0.26 mmol, 1.0 eq) in THF (10 mL) at 0° C. was added LiOH (2M aqueous solution, 4 mL, 8 mmol). The reaction mixture was allowed to warm to room temperature and stirred overnight. The THF was removed under reduced pressure and the aqueous solution that remained was diluted with water and adjusted to pH 4-6 by the addition of dilute HCl. The solid precipitate that formed was coll... Starting materials: BrC=1C=C2C(=NNC(C2=CC1)=O)Cl (6-bromo-4-chloro-2H-phthalazin-1-one), Cl.Cl.N1=CC(=CC=C1)C1=C(CN)C=CC=C1 (2-pyridin-3-yl-benzylamine dihydrochloride), C=1C=CC(=CC1)P(C=2C=CC=CC2)C3=CC=C4C=CC=CC4=C3C5=C6C=CC=CC6=CC=C5P(C=7C=CC=CC7)C=8C=CC=CC8 (rac-BINAP), CC(C)(C)[O-].[Na+] (NaOt-Bu). Reagents/catalysts: C=1C=CC(=CC1)/C=C/C(=O)/C=C/C2=CC=CC=C2.C=1C=CC(=CC1)/C=C/C(=O)/C=C/C2=CC=CC=C2.C=1C=CC(=CC1)/C=C/C(=O)/C=C/C2=CC=CC=C2.[Pd].[Pd] (Pd2(dba)3). Solvent: CC(=O)N(C)C (DMA), CCOC(=O)C (EtOAc). Yields the product ClC1=NNC(C2=CC=C(C=C12)NCC1=C(C=CC=C1)C=1C=NC=CC1)=O (4-Chloro-6-(2-pyridin-3-yl-benzylamino)-2H-phthalazin-1-one). As a reaction SMILES: Br[C:2]1[CH:3]=[C:4]2[C:9](=[CH:10][CH:11]=1)[C:8](=[O:12])[NH:7][N:6]=[C:5]2[Cl:13].Cl.Cl.[N:16]1[CH:21]=[CH:20][CH:19]=[C:18]([C:22]2[CH:29]=[CH:28][CH:27]=[CH:26][C:23]=2[CH2:24][NH2:25])[CH:17]=1.C1C=CC(P(C2C(C3C(P(C4C=CC=CC=4)C4C=CC=CC=4)=CC=C4C=3C=CC=C4)=C3C(C=CC=C3)=CC=2)C2C=CC=CC=2)=CC=1.CC([O-])(C)C.[Na+]>CC(N(C)C)=O.CCOC(C)=O.C1C=CC(/C=C/C(/C=C/C2C=CC=CC=2)=O)=CC=1.C1C=CC(/C=C/C(/C=C/C2C=CC=CC=2)=O)=CC=1.C1C=CC(/C=C/C(/C=C/C2C=CC=CC=2)=O)=CC=1.[Pd].[Pd]>[Cl:13][C:5]1[C:4]2[C:9](=[CH:10][CH:11]=[C:2]([NH:25][CH2:24][C:23]3[CH:26]=[CH:27][CH:28]=[CH:29][C:22]=3[C:18]3[CH:17]=[N:16][CH:21]=[CH:20][CH:19]=3)[CH:3]=2)[C:8](=[O:12])[NH:7][N:6]=1 |f:1.2.3,5.6,9.10.11.12.13|. Procedure details: A mixture 6-bromo-4-chloro-2H-phthalazin-1-one (150 mg, 0.58 mmol), 2-pyridin-3-yl-benzylamine dihydrochloride (165 mg, 0.64 mmol), Pd2(dba)3 (53 mg, 0.058 mmol), rac-BINAP (108 mg, 0.17 mmol) and NaOt-Bu (251 mg, 2.61 mmol) in DMA (6 mL) was heated at 80° C. for 1 h. The mixture was allowed to cool, diluted with EtOAc (25 mL) and washed with water (25 mL). The organic layer was dried over anhydrous sodium sulfate and concentrated. Chromatography on silica (EtOAc/hexanes) yielded the title compo... The yield is 75.1%. As a reaction SMILES: [C:1]([O:5][C:6]([NH:8][CH2:9][CH2:10][O:11][C:12]1[CH:20]=[C:19]([O:21][CH3:22])[CH:18]=[CH:17][C:13]=1[C:14]([OH:16])=O)=[O:7])([CH3:4])([CH3:3])[CH3:2].C(Cl)(=O)C(Cl)=O.[CH3:29][O:30][C:31]1[CH:46]=[CH:45][C:34]([C:35]([NH:37][C:38]2[C:39]([NH2:44])=[CH:40][CH:41]=[CH:42][CH:43]=2)=[O:36])=[CH:33][CH:32]=1>C(Cl)Cl.CC=C(C)C.N1C=CC=CC=1.C(Cl)(Cl)Cl.C1(C)C=CC=CC=1.CN(C=O)C>[C:1]([O:5][C:6]([NH:8][CH2:9][CH2:10][O:11][C:12]1[CH:20]=[C:19]([O:21][CH3:22])[CH:18]=[CH:17][C:13]=1[C:14]([NH:44][C:39]1[C:38]([NH:37][C:35](=[O:36])[C:34]2[CH:33]=[CH:32][C:31]([O:30][CH3:29])=[CH:46][CH:45]=2)=[CH:43][CH:42]=[CH:41][CH:40]=1)=[O:16])=[O:7])([CH3:2])([CH3:3])[CH3:4]. The reactants are C(C)(C)(C)OC(=O)NCCOC1=C(C(=O)O)C=CC(=C1)OC (2-[2-(tert-Butoxycarbonylamino)ethoxy]-4-methoxybenzoic acid), COC1=CC=C(C(=O)NC=2C(=CC=CC2)N)C=C1 (N1-(4-methoxybenzoyl)-1,2-benzenediamine), C(C(=O)Cl)(=O)Cl (oxalyl chloride), C(C(=O)Cl)(=O)Cl (oxalyl chloride). Run in N1=CC=CC=C1 (pyridine), C(Cl)(Cl)Cl (CHCl3), C(Cl)Cl (CH2Cl2), C1(=CC=CC=C1)C (toluene), CN(C)C=O (DMF), C(Cl)Cl (CH2Cl2), C(Cl)(Cl)Cl (CHCl3), CC=C(C)C (amylene), N1=CC=CC=C1 (pyridine), CC=C(C)C (amylene). Reported procedure: 2-[2-(tert-Butoxycarbonylamino)ethoxy]-4-methoxybenzoic acid (187 mg, 600 μmol) was suspended in 3.5 ml of CH2Cl2 under nitrogen, then 50 μl DMF was mixed in, followed by oxalyl chloride (63 μl, 720 μmol, 1.2 equivalents). Significant evolution of gas was observed upon oxalyl chloride addition. The clear solution was stirred at room temperature a few minutes, transferred to a 50 ml flask containing 5 ml toluene and stripped of volatiles on a rotary evaporator. The cloudy oil was resuspended in 5... Product: C(C)(C)(C)OC(=O)NCCOC1=C(C(=O)NC=2C(=CC=CC2)NC(C2=CC=C(C=C2)OC)=O)C=CC(=C1)OC (N1-[2-[2-(tert-butoxycarbonylamino)ethoxy]-4-methoxybenzoyl]-N2-(4-methoxybenzoyl)-1,2-benzenediamine).